Dataset: the Open Reaction Database (ORD), a public repository of structured organic reaction records. Task: describe an organic reaction: reactants, conditions, products, and yield The reactants are C(=O)(OCC1=CC=CC=C1)N1C[C@H](CC1)N ((3S)-1-Cbz-3-aminopyrrolidine), C1(CCCCC1)=O (cyclohexanone), [BH-](OC(=O)C)(OC(=O)C)OC(=O)C.[Na+] (NaBH(OAc)3). The solvent is ClCCCl (DCE). Yields the product C(=O)(OCC1=CC=CC=C1)N1C[C@H](CC1)NC1CCCCC1 ((3S)-1-Cbz-3-(cyclohexylamino)pyrrolidine). The yield is 99.0%. RXN SMILES: [C:1]([N:11]1[CH2:15][CH2:14][C@H:13]([NH2:16])[CH2:12]1)([O:3][CH2:4][C:5]1[CH:10]=[CH:9][CH:8]=[CH:7][CH:6]=1)=[O:2].[C:17]1(=O)[CH2:22][CH2:21][CH2:20][CH2:19][CH2:18]1.[BH-](OC(C)=O)(OC(C)=O)OC(C)=O.[Na+]>ClCCCl>[C:1]([N:11]1[CH2:15][CH2:14][C@H:13]([NH:16][CH:17]2[CH2:22][CH2:21][CH2:20][CH2:19][CH2:18]2)[CH2:12]1)([O:3][CH2:4][C:5]1[CH:10]=[CH:9][CH:8]=[CH:7][CH:6]=1)=[O:2] |f:2.3|. Procedure: To a solution of (3S)-1-Cbz-3-aminopyrrolidine (4.11 g, 16.0 mmol) and cyclohexanone (2.36 g, 24.0 mmol) in DCE (50 mL) was slowly added NaBH(OAc)3 (6.78 g, 32.0 mmol) at rt. The reaction mixture was quenched after 4 h using a saturated aqueous NaHCO3 solution and extracted with DCM followed by EtOAc. The combined organic extracts were washed with brine, dried over MgSO4, filtered and concentrated in vacuo. The crude residue was purified by flash chromatography (EtOAc/Hex=2/1) to give the title ...